From a dataset of the Open Reaction Database (ORD), a public repository of structured organic reaction records. describe an organic reaction: reactants, conditions, products, and yield Reactants: C(C)N1N=CC(=C1)C1=CC2=C(C=N1)C=NN2C2=CC=CC(=N2)N2CCN(CC2)C(=O)OC(C)(C)C (tert-butyl 4-(6-(6-(1-ethyl-1H-pyrazol-4-yl)-1H-pyrazolo[4,3-c]pyridin-1-yl)pyridin-2-yl)piperazine-1-carboxylate). Solvent: C(Cl)Cl (DCM), C(=O)(C(F)(F)F)O (TFA). Run at time 8 hour. Yields the product C(C)N1N=CC(=C1)C1=CC2=C(C=N1)C=NN2C2=NC(=CC=C2)N2CCNCC2 (6-(1-ethylpyrazol-4-yl)-1-(6-piperazin-1-yl-2-pyridyl)pyrazolo[4,3-c]pyridine). Isolated yield 51.0%. Reaction SMILES: [CH2:1]([N:3]1[CH:7]=[C:6]([C:8]2[N:13]=[CH:12][C:11]3[CH:14]=[N:15][N:16]([C:17]4[N:22]=[C:21]([N:23]5[CH2:28][CH2:27][N:26](C(OC(C)(C)C)=O)[CH2:25][CH2:24]5)[CH:20]=[CH:19][CH:18]=4)[C:10]=3[CH:9]=2)[CH:5]=[N:4]1)[CH3:2]>C(Cl)Cl.C(O)(C(F)(F)F)=O>[CH2:1]([N:3]1[CH:7]=[C:6]([C:8]2[N:13]=[CH:12][C:11]3[CH:14]=[N:15][N:16]([C:17]4[CH:18]=[CH:19][CH:20]=[C:21]([N:23]5[CH2:24][CH2:25][NH:26][CH2:27][CH2:28]5)[N:22]=4)[C:10]=3[CH:9]=2)[CH:5]=[N:4]1)[CH3:2]. Procedure: A mixture of tert-butyl 4-(6-(6-(1-ethyl-1H-pyrazol-4-yl)-1H-pyrazolo[4,3-c]pyridin-1-yl)pyridin-2-yl)piperazine-1-carboxylate (0.2486 mmol; 118 mg) in DCM (5 mL) and TFA (5 mL) was stirred at room temperature overnight. The mixture was concentrated and the residue was purified by reverse phase HPLC to afford 6-(1-ethyl-1H-pyrazol-4-yl)-1-(6-(piperazin-1-yl)pyridin-2-yl)-1H-pyrazolo[4,3-c]pyridine 101 (47.5 mg, 50%). 1H NMR (400 MHz, DMSO) δ 9.15-9.11 (s, 1H), 8.67-8.65 (s, 1H), 8.54-8.51 (s, 1H... Starting materials: N, [B-](OC(C)=O)(OC(C)=O)OC(C)=O.[Na+], C1CN(C[C@@H](C1=O)O)S(=O)(=O)C. Reagents/catalysts: c1ccc(cc1)-c2c3ccccc3cc4ccccc24 (9-Phenylanthracene), CC(C)[O-].CC(C)[O-].CC(C)[O-].CC(C)[O-].[Ti+4] (Ti(OiPr)4). Conditions: temperature 25 celsius, time 18 hour. Yields the product CS(=O)(=O)N1CC[C@@H](N)[C@@H](O)C1. RXN SMILES: [CH3:1][S:2]([N:5]1[CH2:11][C@H:9]([OH:10])[C:8](=O)[CH2:7][CH2:6]1)(=[O:4])=[O:3].[NH3:12].[Na+].CC(O[BH-](OC(C)=O)OC(C)=O)=O>>[CH3:1][S:2]([N:5]1[CH2:11][C@H:9]([OH:10])[C@H:8]([NH2:12])[CH2:7][CH2:6]1)(=[O:4])=[O:3].